describe an organic reaction: reactants, conditions, products, and yield From a dataset of the Open Reaction Database (ORD), a public repository of structured organic reaction records. Reactants: N1C(=S)NC(=O)C(=C1)CC(=O)OCC (Ethyl (2-Thiouracil-5-yl)acetate), ClCC(=O)O (chloroacetic acid), Cl (hydrochloric acid). Run in O (water). The product is N1C(=O)NC(=O)C(=C1)CC(=O)O (Uracil-5-ylacetic Acid). As a reaction SMILES: [NH:1]1[CH:8]=[C:7]([CH2:9][C:10]([O:12]CC)=[O:11])[C:5](=[O:6])[NH:4][C:2]1=S.ClCC(O)=[O:18].Cl>O>[NH:1]1[CH:8]=[C:7]([CH2:9][C:10]([OH:12])=[O:11])[C:5](=[O:6])[NH:4][C:2]1=[O:18]. Procedure: Ethyl (2-thiouracil-5-yl)acetate (33, 7.8 g, 36 mmol) was mixed with chloroacetic acid (1.9 g, 20 mmol) and water (47 ml) and refluxed for 2 hours. Concentrated hydrochloric acid (22 ml) was added and the reaction mixture was refluxed overnight. The reaction mixture was filtered and the precipitate was washed once with water and dried. The procedure was repeated with the precipitate in place of 8 yielding 4.19 g (68%) of the title compound as a white solid. 1H-NMR (DMSO-d6/TMS): 2=3.13 (s, 2H, C... Yields the product C(#N)C1=CC=C(C2=CC=CC=C12)C#N (1,4-dicyanonaphthalene). The reactants are C1=CC2=C3C(=C1)C(=O)NC3=CC=C2 (naphtholactam), C(=O)C=O (glyoxal), [OH-].[Na+] (NaOH), ( II ), C=1(C(=CC=CC1)CC#N)CC#N (o-xylylenedicyanide), [OH-].[K+] (KOH). Reported procedure: The naphtholactam compounds of the formula (II) used as starting products are obtainable by reacting o-xylylenedicyanide with glyoxal in the presence of a base (NaOH, KOH) and of a solvent at temperatures below 50° C. (e.g. 0° to 40° C.) to give 1,4-dicyanonaphthalene, and subsequently either Reaction SMILES: [CH:1]1[CH:6]=[C:5]2[C:7]([NH:9][C:10]3=[CH:11][CH:12]=[CH:13][C:3](=[C:4]23)[CH:2]=1)=O.C1(CC#N)C(C[C:21]#[N:22])=CC=CC=1.C(C=O)=O.[OH-].[Na+].[OH-].[K+]>>[C:21]([C:2]1[C:3]2[C:4](=[CH:10][CH:11]=[CH:12][CH:13]=2)[C:5]([C:7]#[N:9])=[CH:6][CH:1]=1)#[N:22] |f:3.4,5.6|. Starting materials: ClC1=NC(=NC=N1)NC=1C=C(C=CC1)CS(=O)(=O)N (3-[(4-Chloro-1,3,5-triazin-2-yl)amino]benzenemethanesulfonamide), Cl.Cl.N1N=CC2=C1CNC2 (1,4,5,6-tetrahydropyrrolo[3,4-c]pyrazole dihydrochloride). Product: N1N=CC2=C1CN(C2)C2=NC(=NC=N2)NC=2C=C(C=CC2)CS(=O)(=O)N (3-[(4-(Pyrrolo[3,4-c]pyrazol-5(1H,4H,6H)-yl)-1,3,5-triazin-2-yl)amino]-benzenemethanesulfonamide). RXN SMILES: Cl[C:2]1[N:7]=[CH:6][N:5]=[C:4]([NH:8][C:9]2[CH:10]=[C:11]([CH2:15][S:16]([NH2:19])(=[O:18])=[O:17])[CH:12]=[CH:13][CH:14]=2)[N:3]=1.Cl.Cl.[NH:22]1[C:26]2[CH2:27][NH:28][CH2:29][C:25]=2[CH:24]=[N:23]1>>[NH:22]1[C:26]2[CH2:27][N:28]([C:2]3[N:7]=[CH:6][N:5]=[C:4]([NH:8][C:9]4[CH:10]=[C:11]([CH2:15][S:16]([NH2:19])(=[O:18])=[O:17])[CH:12]=[CH:13][CH:14]=4)[N:3]=3)[CH2:29][C:25]=2[CH:24]=[N:23]1 |f:1.2.3|. Procedure details: B51 was prepared following the general procedure reported for B10 using A1 and 1,4,5,6-tetrahydropyrrolo[3,4-c]pyrazole dihydrochloride; yield: 194.9 mg (52%), colorless amorphous solid. 1H NMR (400 MHz, d6-DMSO, 300K) δ 4.23 (s, 2H), 4.58 (s, 2H), 4.64 (s, 2H), 6.83 (s, 2H), 7.00 (d, J=7.7 Hz, 1H), 7.26-7.34 (m, 1H), 7.58 (s, 1H), 7.71-7.78 (m, 1H), 7.86 (s, 1H), 8.27 (s, 1H), 9.73 (s, 1H), 12.73 (s, 1H). MS (ES) C15H16N8O2S requires: 372. found: 373 (M+H)+. Reactants: C(Cl)Cl (CH2Cl2), O1COC2=C1C=CC(=C2)CNCCCN(C2=NC(=NS2)N2C=NC=C2)CC#N ([{3-[(benzo[1,3]dioxol-5-ylmethyl)-amino]-propyl}-(3-imidazol-1-yl-[1,2,4]thiadiazol-5-yl)-amino]-acetonitrile), [N-]=[N+]=[N-].[Na+] (sodium azide), CC(C)O (iPrOH). Reagents/catalysts: [Br-].[Zn+2].[Br-] (zinc (II) bromide). Solvent: C(Cl)Cl.CO (CH2Cl2 MeOH). Yields the product SiO2, O1COC2=C1C=CC(=C2)CNCCCN(CC2=NN=NN2)C2=NC(=NS2)N2C=NC=C2 (N′-benzo[1,3]dioxol-5-ylmethyl-N-(3-imidazol-1-yl-[1,2,4]thiadiazol-5-yl)-N-(1H-tetrazol-5-ylmethyl)-propane-1,3-diamine). The yield is 34.9%. As a reaction SMILES: [O:1]1[C:5]2[CH:6]=[CH:7][C:8]([CH2:10][NH:11][CH2:12][CH2:13][CH2:14][N:15]([CH2:26][C:27]#[N:28])[C:16]3[S:20][N:19]=[C:18]([N:21]4[CH:25]=[CH:24][N:23]=[CH:22]4)[N:17]=3)=[CH:9][C:4]=2[O:3][CH2:2]1.[N-:29]=[N+:30]=[N-:31].[Na+].CC(O)C.C(Cl)Cl>[Br-].[Zn+2].[Br-].C(Cl)Cl.CO>[O:1]1[C:5]2[CH:6]=[CH:7][C:8]([CH2:10][NH:11][CH2:12][CH2:13][CH2:14][N:15]([C:16]3[S:20][N:19]=[C:18]([N:21]4[CH:25]=[CH:24][N:23]=[CH:22]4)[N:17]=3)[CH2:26][C:27]3[NH:31][N:30]=[N:29][N:28]=3)=[CH:9][C:4]=2[O:3][CH2:2]1 |f:1.2,5.6.7,8.9|. Procedure: A solution of [{3-[(benzo[1,3]dioxol-5-ylmethyl)-amino]-propyl}-(3-imidazol-1-yl-[1,2,4]thiadiazol-5-yl)-amino]-acetonitrile (37 mg, 91 μmol), sodium azide (12 mg, 184 μmol) and zinc (II) bromide (10 mg, 46 μmol) in 2:1H2O/iPrOH (1 mL) was heated to 150° C. for 24 h. The reaction mixture was cooled to r.t. prior to loading directly onto a SiO2 column (CH2Cl2 to 4:1 CH2Cl2/MeOH) to afford 14 mg (35%) of N′-benzo[1,3]dioxol-5-ylmethyl-N-(3-imidazol-1-yl-[1,2,4]thiadiazol-5-yl)-N-(1H-tetrazol-5-ylm...